From a dataset of the Open Reaction Database (ORD), a public repository of structured organic reaction records. describe an organic reaction: reactants, conditions, products, and yield The reactants are N=1C=CN2C1C=1N(CC3=C2C=CC=C3)C=CC1 (9H-Imidazo[1,2-a]pyrrolo[2,1-c][1,4]benzodiazepine), P(=O)(Cl)(Cl)Cl (phosphoryl chloride), CN(C=O)C (dimethylformamide). Conditions: time 2 hour. The product is N=1C=CN2C1C=1N(CC3=C2C=CC=C3)C=C(C1)C=O (9H-imidazo[1,2-a]pyrrolo[2,1-c][1,4]benzodiazepine-12-carboxaldehyde). Reaction SMILES: [N:1]1[CH:2]=[CH:3][N:4]2[C:10]3[CH:11]=[CH:12][CH:13]=[CH:14][C:9]=3[CH2:8][N:7]3[CH:15]=[CH:16][CH:17]=[C:6]3[C:5]=12.P(Cl)(Cl)(Cl)=O.CN(C)[CH:25]=[O:26]>>[N:1]1[CH:2]=[CH:3][N:4]2[C:10]3[CH:11]=[CH:12][CH:13]=[CH:14][C:9]=3[CH2:8][N:7]3[CH:15]=[C:16]([CH:25]=[O:26])[CH:17]=[C:6]3[C:5]=12. Procedure details: 9H-Imidazo[1,2-a]pyrrolo[2,1-c][1,4]benzodiazepine (8.00 g, 36.1 mmoles) was heated in dry dimethylformamide (120 mL) at 120° C. in the presence of phosphoryl chloride (10.4 g, 6.32 mL). After 2 hours, the reaction mixture was poured onto ice-water and then extracted several times with chloroform. The combined extracts were washed with water, brine, dried and evaporation of solvent gave a tan residual solid. Crystallization of the solid form toluene-hexane gave 9H-imidazo[1,2-a]pyrrolo[2,1-c][1,... The reactants are IC=1N=CN2C1SC=C2 (7-iodoimidazo[5,1-b]thiazole), [N+](=O)([O-])C1=CC=C(COC(=O)N2[C@@H](CCC2)C=O)C=C1 ((2S)-1-(4-nitrobenzyloxycarbonyl)pyrrolidine-2-aldehyde). Product: [N+](=O)([O-])C1=CC=C(COC(=O)N2[C@@H](CCC2)C(C=2N=CN3C2SC=C3)O)C=C1 (7-[[(2S)-1-(4-Nitrobenzyloxycarbonyl)pyrrolidin-2-yl]hydroxymethyl]imidazo[5,1-b]thiazole). The yield is 65.9%. RXN SMILES: I[C:2]1[N:3]=[CH:4][N:5]2[CH:9]=[CH:8][S:7][C:6]=12.[N+:10]([C:13]1[CH:29]=[CH:28][C:16]([CH2:17][O:18][C:19]([N:21]2[CH2:25][CH2:24][CH2:23][C@H:22]2[CH:26]=[O:27])=[O:20])=[CH:15][CH:14]=1)([O-:12])=[O:11]>>[N+:10]([C:13]1[CH:29]=[CH:28][C:16]([CH2:17][O:18][C:19]([N:21]2[CH2:25][CH2:24][CH2:23][C@H:22]2[CH:26]([OH:27])[C:2]2[N:3]=[CH:4][N:5]3[CH:9]=[CH:8][S:7][C:6]=23)=[O:20])=[CH:15][CH:14]=1)([O-:12])=[O:11]. Reported procedure: 7-[[(2S)-1-(4-Nitrobenzyloxycarbonyl)pyrrolidin-2-yl]hydroxymethyl]imidazo[5,1-b]thiazole (2.21 g) was prepared in the same manner as in step a) of Synthesis Example 1, except that 2.50 g of 7-iodoimidazo[5,1-b]thiazole and 2.32 g of (2S)-1-(4-nitrobenzyloxycarbonyl)pyrrolidine-2-aldehyde were used as the starting compounds. Reactants: BrCCCOC1OCCCC1 (2-(3-bromopropoxy)tetrahydro-2H-pyran), C(C=1C(O)=CC=CC1)=O (salicylaldehyde). Yields the product O1C(CCCC1)OCCCOC1=C(C=O)C=CC=C1 (2-[3-(Tetrahydro-2H-pyran-2-yloxy)propoxy]benzaldehyde), Example 60b. As a reaction SMILES: Br[CH2:2][CH2:3][CH2:4][O:5][CH:6]1[CH2:11][CH2:10][CH2:9][CH2:8][O:7]1.[CH:12](=[O:20])[C:13]1[C:14](=[CH:16][CH:17]=[CH:18][CH:19]=1)[OH:15]>>[O:7]1[CH2:8][CH2:9][CH2:10][CH2:11][CH:6]1[O:5][CH2:4][CH2:3][CH2:2][O:15][C:14]1[CH:16]=[CH:17][CH:18]=[CH:19][C:13]=1[CH:12]=[O:20]. Reported procedure: By using 2-(3-bromopropoxy)tetrahydro-2H-pyran and salicylaldehyde, the title compound was obtained as colorless oil by similar procedures to those of Example 60b (yield: quantitative). Starting materials: COC1=CC=2C=3C4=C(C=CC3NC2C=C1)C(NC4=O)=O (9-Methoxypyrrolo[3,4-c]carbazole-1,3(2H,6H)-dione), B(Br)(Br)Br (BBr3). Product: OC1=CC=2C=3C4=C(C=CC3NC2C=C1)C(NC4=O)=O (9-Hydroxypyrrolo[3,4-c]carbazole-1,3(2H,6H)-dione). Reported procedure: Demethylation of (816) prepared as described in example 416 with BBr3 using the procedure described in example 80 gave (817) (79%), mp 335–345° C. 1H NMR δ [(CD3)2SO] 11.77 (s, 1H), 11.04 (s, 1H), 9.23 (s, 1H), 8.24 (d, J=2.3 Hz, 1H), 7.75 (2d, J=8.2 Hz, 2H), 7.43 (d, J=8.7 Hz, 1H), 7.05 (dd, J=8.7, 2.3 Hz, 1H). Found: C, 64.44; H, 3.45; N, 10.41. C14H8N2O3.1/2H2O requires: C, 64.37; H, 3.47; N, 10.72. RXN SMILES: C[O:2][C:3]1[CH:15]=[CH:14][C:13]2[NH:12][C:11]3[CH:10]=[CH:9][C:8]4[C:16](=[O:20])[NH:17][C:18](=[O:19])[C:7]=4[C:6]=3[C:5]=2[CH:4]=1.B(Br)(Br)Br>>[OH:2][C:3]1[CH:15]=[CH:14][C:13]2[NH:12][C:11]3[CH:10]=[CH:9][C:8]4[C:16](=[O:20])[NH:17][C:18](=[O:19])[C:7]=4[C:6]=3[C:5]=2[CH:4]=1. The yield is 79.0%. Reactants: ClC(Cl)(Cl)Cl, CCCCN=C=O, O=[N+]([O-])c1ccccc1, c1c[nH]cn1. Product: CCCCNC(=O)c1ncc[nH]1. Reaction SMILES: [C:22]([Cl:23])([Cl:24])([Cl:25])[Cl:26].[CH3:6][CH2:7][CH2:8][CH2:9][N:10]=[C:11]=[O:12].[O-:13][N+:14]([c:15]1[cH:16][cH:17][cH:18][cH:19][cH:20]1)=[O:21].[nH:1]1[cH:2][n:3][cH:4][cH:5]1>>[nH:1]1[c:2]([C:11]([NH:10][CH2:9][CH2:8][CH2:7][CH3:6])=[O:12])[n:3][cH:4][cH:5]1. Starting materials: Brc1ccccc1, C1COCCN1, ClC(Cl)Cl, NP, O=C(C=Cc1ccccc1)C=Cc1ccccc1, O=C(C=Cc1ccccc1)C=Cc1ccccc1, O=C(C=Cc1ccccc1)C=Cc1ccccc1, [Pd], [Pd]. The product is c1ccc(N2CCOCC2)cc1. As a reaction SMILES: [Br:1][c:2]1[cH:3][cH:4][cH:5][cH:6][cH:7]1.[CH2:8]1[CH2:9][O:10][CH2:11][CH2:12][NH:13]1.[Cl:72][CH:73]([Cl:74])[Cl:75].[NH2:14][PH2:15].[O:18]=[C:19]([CH:20]=[CH:21][c:22]1[cH:23][cH:24][cH:25][cH:26][cH:27]1)[CH:28]=[CH:29][c:30]1[cH:31][cH:32][cH:33][cH:34][cH:35]1.[O:36]=[C:37]([CH:38]=[CH:39][c:40]1[cH:41][cH:42][cH:43][cH:44][cH:45]1)[CH:46]=[CH:47][c:48]1[cH:49][cH:50][cH:51][cH:52][cH:53]1.[O:54]=[C:55]([CH:56]=[CH:57][c:58]1[cH:59][cH:60][cH:61][cH:62][cH:63]1)[CH:64]=[CH:65][c:66]1[cH:67][cH:68][cH:69][cH:70][cH:71]1.[Pd:16].[Pd:17]>>[c:2]1([N:13]2[CH2:8][CH2:9][O:10][CH2:11][CH2:12]2)[cH:3][cH:4][cH:5][cH:6][cH:7]1. Reactants: BrC=1C=NC=CC1C(=O)O (3-Bromopyridine-4-carboxylic acid), S(=O)(Cl)Cl (thionyl chloride). The product is BrC=1C=NC=CC1C(=O)Cl (3-bromopyridine4-carbonyl chloride). RXN SMILES: [Br:1][C:2]1[CH:3]=[N:4][CH:5]=[CH:6][C:7]=1[C:8]([OH:10])=O.S(Cl)([Cl:13])=O>>[Br:1][C:2]1[CH:3]=[N:4][CH:5]=[CH:6][C:7]=1[C:8]([Cl:13])=[O:10]. Procedure details: 3-Bromopyridine-4-carboxylic acid (5.0 g) was dissolved in thionyl chloride (50 ml) and the solution heated under reflux for 4 hours, cooled and evaporated in vacuo. Re-evaporation of added toluene gave 3-bromopyridine4-carbonyl chloride, m.p.151°-154° C. (dec.) (5.45 g) as a green solid. Starting materials: Cc1sccc1Br, Br[Mg]c1ccccc1, CCOCC. The product is Cc1sccc1-c1ccccc1. Reaction SMILES: [Br:1][c:2]1[c:3]([CH3:7])[s:4][cH:5][cH:6]1.[Br:8][Mg:9][c:10]1[cH:11][cH:12][cH:13][cH:14][cH:15]1.[CH2:16]([O:17][CH2:18][CH3:19])[CH3:20]>>[c:2]1(-[c:10]2[cH:11][cH:12][cH:13][cH:14][cH:15]2)[c:3]([CH3:7])[s:4][cH:5][cH:6]1. The reactants are COC(=O)C(Br)c1ccc(Oc2ccc(C(C)(C)C)cc2)cc1, Oc1cccc(C(F)(F)F)c1. Product: COC(=O)C(Oc1cccc(C(F)(F)F)c1)c1ccc(Oc2ccc(C(C)(C)C)cc2)cc1. As a reaction SMILES: [Br:1][CH:2]([C:3](=[O:4])[O:5][CH3:6])[c:7]1[cH:8][cH:9][c:10]([O:13][c:14]2[cH:15][cH:16][c:17]([C:20]([CH3:21])([CH3:22])[CH3:23])[cH:18][cH:19]2)[cH:11][cH:12]1.[F:24][C:25]([c:26]1[cH:27][c:28]([OH:32])[cH:29][cH:30][cH:31]1)([F:33])[F:34]>>[CH:2]([C:3](=[O:4])[O:5][CH3:6])([c:7]1[cH:8][cH:9][c:10]([O:13][c:14]2[cH:15][cH:16][c:17]([C:20]([CH3:21])([CH3:22])[CH3:23])[cH:18][cH:19]2)[cH:11][cH:12]1)[O:32][c:28]1[cH:27][c:26]([C:25]([F:24])([F:33])[F:34])[cH:31][cH:30][cH:29]1. Starting materials: C(CCC)(=O)C1C(CC(CC1=O)C1CCCCCCC1)=O (2-butyryl-5-cyclooctylcyclohexane-1,3-dione), C(C)ON (ethoxyamine). Solvent: C(C)O (ethanol). Yields the product C(C)ONC(CCC)=C1C(CC(CC1=O)C1CCCCCCC1)=O (2-(1-ethoxyamino-butylidene)-5-cyclooctylcyclohexane-1,3-dione). Yield: 94.0%. Reaction SMILES: [C:1]([CH:6]1[C:11](=[O:12])[CH2:10][CH:9]([CH:13]2[CH2:20][CH2:19][CH2:18][CH2:17][CH2:16][CH2:15][CH2:14]2)[CH2:8][C:7]1=[O:21])(=O)[CH2:2][CH2:3][CH3:4].[CH2:22]([O:24][NH2:25])[CH3:23]>C(O)C>[CH2:22]([O:24][NH:25][C:1](=[C:6]1[C:11](=[O:12])[CH2:10][CH:9]([CH:13]2[CH2:20][CH2:19][CH2:18][CH2:17][CH2:16][CH2:15][CH2:14]2)[CH2:8][C:7]1=[O:21])[CH2:2][CH2:3][CH3:4])[CH3:23]. Reported procedure: 4.9 parts by weight of 2-butyryl-5-cyclooctylcyclohexane-1,3-dione, 1.1 parts by weight of ethoxyamine and 80 parts by volume of ethanol were stirred at room temperature for 12 hours, the solvent was distilled off under reduced pressure, the residue was taken up in 150 parts of dichloromethane, the solution was washed twice with water and dried over sodium sulfate, and the solvent was distilled off under reduced pressure. 2-(1-ethoxyamino-butylidene)-5-cyclooctylcyclohexane-1,3-dione was obtaine...